This data is from the Open Reaction Database (ORD), a public repository of structured organic reaction records. The task is: describe an organic reaction: reactants, conditions, products, and yield Reactants: ClC1=CC=C(C=C1)C1(CC1)C=C(CBr)F (1-(p-chlorophenyl)-1-(3-bromo-2-fluoropropenyl)cyclopropane), FC1=C(C=C(C=C1)B(O)O)OC1=CC=CC=C1 (4-fluoro-3-phenoxybenzeneboronic acid), C([O-])([O-])=O.[K+].[K+] (potassium carbonate). Reagents/catalysts: C=1C=CC(=CC1)/C=C/C(=O)/C=C/C2=CC=CC=C2.C=1C=CC(=CC1)/C=C/C(=O)/C=C/C2=CC=CC=C2.[Pd] (bis(dibenzylideneacetone)palladium(0)). The solvent is O (water), C1(=CC=CC=C1)C (toluene). Product: methylene chloride hexanes, ClC1=CC=C(C=C1)C1(CC1)C=C(CC=1CC(C(=CC1)F)(OC1=CC=CC=C1)OC1=CC=CC=C1)F (1-(p-Chlorophenyl)-1-[2-fluoro-3-(4-fluoro-3-phenoxy-3-phenoxyphenyl)propenyl]cyclopropane). The yield is 63.0%. RXN SMILES: [Cl:1][C:2]1[CH:7]=[CH:6][C:5]([C:8]2([CH:11]=[C:12]([F:15])[CH2:13]Br)[CH2:10][CH2:9]2)=[CH:4][CH:3]=1.[F:16][C:17]1[CH:22]=[CH:21][C:20](B(O)O)=[CH:19][C:18]=1[O:26][C:27]1[CH:32]=[CH:31][CH:30]=[CH:29][CH:28]=1.[C:33](=[O:36])([O-])[O-].[K+].[K+]>C1(C)C=CC=CC=1.O.C1C=CC(/C=C/C(/C=C/C2C=CC=CC=2)=O)=CC=1.C1C=CC(/C=C/C(/C=C/C2C=CC=CC=2)=O)=CC=1.[Pd]>[Cl:1][C:2]1[CH:7]=[CH:6][C:5]([C:8]2([CH:11]=[C:12]([F:15])[CH2:13][C:20]3[CH2:19][C:18]([O:36][C:33]4[CH:6]=[CH:7][CH:2]=[CH:3][CH:4]=4)([O:26][C:27]4[CH:32]=[CH:31][CH:30]=[CH:29][CH:28]=4)[C:17]([F:16])=[CH:22][CH:21]=3)[CH2:10][CH2:9]2)=[CH:4][CH:3]=1 |f:2.3.4,7.8.9|. Procedure details: Under a nitrogen atmosphere, a mixture of 1-(p-chlorophenyl)-1-(3-bromo-2-fluoropropenyl)cyclopropane, (Z)- (0.434 g, 1.5 mmol), 4-fluoro-3-phenoxybenzeneboronic acid (0.452 g, 1.95 mmol), potassium carbonate (1.86 g, 13.5 mmol) and bis(dibenzylideneacetone)palladium(0) (Pd(dba)2, 4.3 mg, 0.075 mmol) in toluene is heated at 80° C. for one hour, cooled to room temperature, diluted with water, and filtered through diatomaceous earth. The phases are separated and the aqueous phase is extracted with... The reactants are FC1=C(NC=2C(=CNC(C2)=O)C(=O)OCC)C=CC(=C1)I (Ethyl 4-(2-fluoro-4-iodoanilino)-6-oxo-1,6-dihydro-3-pyridinecarboxylate), [H-].[Na+] (NaH), C(C=C)Br (allyl bromide). Solvent: CN(C)C=O (DMF). The product is C(C=C)N1C=C(C(=CC1=O)NC1=C(C=C(C=C1)I)F)C(=O)OCC (Ethyl 1-allyl-4-(2-fluoro-4-iodoanilino)-6-oxo-1,6-dihydro-3-pyridinecarboxylate), solid. Isolated yield 78.0%. Reaction SMILES: [F:1][C:2]1[CH:20]=[C:19]([I:21])[CH:18]=[CH:17][C:3]=1[NH:4][C:5]1[C:6]([C:12]([O:14][CH2:15][CH3:16])=[O:13])=[CH:7][NH:8][C:9](=[O:11])[CH:10]=1.[H-].[Na+].[CH2:24](Br)[CH:25]=[CH2:26]>CN(C=O)C>[CH2:26]([N:8]1[C:9](=[O:11])[CH:10]=[C:5]([NH:4][C:3]2[CH:17]=[CH:18][C:19]([I:21])=[CH:20][C:2]=2[F:1])[C:6]([C:12]([O:14][CH2:15][CH3:16])=[O:13])=[CH:7]1)[CH:25]=[CH2:24] |f:1.2|. Reported procedure: Ethyl 4-(2-fluoro-4-iodoanilino)-6-oxo-1,6-dihydro-3-pyridinecarboxylate was reacted with NaH and allyl bromide in DMF under the same conditions as for example 22, step A to give a crude solid which was purified by column chromatography on silica gel (50% EtOAc/hexanes as eluant). Ethyl 1-allyl-4-(2-fluoro-4-iodoanilino)-6-oxo-1,6-dihydro-3-pyridinecarboxylate was isolated as a white solid (78%), m.p. (EtOAc) 138-141° C. 1H NMR [(CD3)2SO, 400 MHz] δ 9.30 (s, 1H), 8.45 (s, 1H), 7.77 (dd, J=10.1, ... Reactants: CCCC(Br)C(=O)OCC, CC(C)(C)c1cc(S)cc(C(C)(C)C)c1O, CC(C)=O, [K+], [OH-]. Product: CCCC(Sc1cc(C(C)(C)C)c(O)c(C(C)(C)C)c1)C(=O)OCC. Reaction SMILES: [Br:17][CH:18]([C:19](=[O:20])[O:21][CH2:22][CH3:23])[CH2:24][CH2:25][CH3:26].[CH3:1][C:2]([CH3:3])([CH3:4])[c:5]1[c:6]([OH:16])[c:7]([C:12]([CH3:13])([CH3:14])[CH3:15])[cH:8][c:9]([SH:11])[cH:10]1.[CH3:29][C:30](=[O:31])[CH3:32].[K+:28].[OH-:27]>>[CH3:1][C:2]([CH3:3])([CH3:4])[c:5]1[c:6]([OH:16])[c:7]([C:12]([CH3:13])([CH3:14])[CH3:15])[cH:8][c:9]([S:11][CH:18]([C:19](=[O:20])[O:21][CH2:22][CH3:23])[CH2:24][CH2:25][CH3:26])[cH:10]1. Starting materials: [BH4-], O=[N+]([O-])c1ccccc1OCc1ccccc1, CO, [Na+], Cl[Ni]Cl. Yields the product Nc1ccccc1OCc1ccccc1. As a reaction SMILES: [BH4-:18].[CH2:1]([c:2]1[cH:3][cH:4][cH:5][cH:6][cH:7]1)[O:8][c:9]1[c:10]([N+:15]([O-:16])=[O:17])[cH:11][cH:12][cH:13][cH:14]1.[CH3:20][OH:21].[Na+:19].[Ni:22]([Cl:23])[Cl:24]>>[CH2:1]([c:2]1[cH:3][cH:4][cH:5][cH:6][cH:7]1)[O:8][c:9]1[c:10]([NH2:15])[cH:11][cH:12][cH:13][cH:14]1. The product is OCc1cc(Cl)nc(Cl)c1. Starting materials: C1CCOC1, O=C(Cl)c1cc(Cl)nc(Cl)c1. As a reaction SMILES: [CH2:12]1[O:13][CH2:14][CH2:15][CH2:16]1.[Cl:1][c:2]1[cH:3][c:4]([C:5](=[O:6])[Cl:7])[cH:8][c:9]([Cl:11])[n:10]1>>[Cl:1][c:2]1[cH:3][c:4]([CH2:5][OH:6])[cH:8][c:9]([Cl:11])[n:10]1. Starting materials: COc1ccc(CN2CCN(Cc3ccc(N)nc3)CC2)cc1, CO, COc1cc(OC)c(Cl)c(-c2ccc(C(=O)O)c3ncccc23)c1Cl, ClCCl. Yields the product COc1ccc(CN2CCN(Cc3ccc(NC(=O)c4ccc(-c5c(Cl)c(OC)cc(OC)c5Cl)c5cccnc45)nc3)CC2)cc1. As a reaction SMILES: [CH3:26][O:27][c:28]1[cH:29][cH:30][c:31]([CH2:32][N:33]2[CH2:34][CH2:35][N:36]([CH2:39][c:40]3[cH:41][cH:42][c:43]([NH2:46])[n:44][cH:45]3)[CH2:37][CH2:38]2)[cH:47][cH:48]1.[CH3:52][OH:53].[Cl:1][c:2]1[c:3](-[c:13]2[c:14]3[cH:15][cH:16][cH:17][n:18][c:19]3[c:20]([C:23](=[O:24])[OH:25])[cH:21][cH:22]2)[c:4]([Cl:12])[c:5]([O:10][CH3:11])[cH:6][c:7]1[O:8][CH3:9].[Cl:49][CH2:50][Cl:51]>>[Cl:1][c:2]1[c:3](-[c:13]2[c:14]3[cH:15][cH:16][cH:17][n:18][c:19]3[c:20]([C:23](=[O:25])[NH:46][c:43]3[cH:42][cH:41][c:40]([CH2:39][N:36]4[CH2:35][CH2:34][N:33]([CH2:32][c:31]5[cH:30][cH:29][c:28]([O:27][CH3:26])[cH:48][cH:47]5)[CH2:38][CH2:37]4)[cH:45][n:44]3)[cH:21][cH:22]2)[c:4]([Cl:12])[c:5]([O:10][CH3:11])[cH:6][c:7]1[O:8][CH3:9]. Starting materials: C(C1=CC=CC=C1)(=O)NC1CC=CCC2N(C1=O)C(CC2)C(=O)O (6-benzoylamino-5-oxo-1,2,3,5,6,7,10,10a-octahydro-pyrrolo[1,2-a]azocine-3-carboxylic acid), OC1OC(CC1NC(=O)[C@@H]1CC[C@@H]2N1C([C@H](CC=CC2)NC(C2=CC=CC=C2)=O)=O)=O ((3S,6S10aS)-6-Benzoylamino-5-oxo-1,2,3,5,6,7,10,10a-octahydro-pyrrolo[1,2-a]azocine-3-carboxylic acid (2-hydroxy-5-oxo-tetrahydro-furan-3-yl)-amide), C(C=C)OC(NC1C(OC(C1)=O)OCC)=O ((2-ethoxy-5-oxo-tetrahydro-furan-3-yl)-carbamic acid allyl ester), 1-(3-dimethyl-aminopropyl)-3-ethyl-carbodiimide hydrochloride, N1C(=O)NC(=O)CC1=O (barbituric acid), tetrakistriphenyl phosphine palladium, ON1N=NC2=C1C=CC=C2 (1-hydroxybenzotriazole). Run in O (Water), ClCCl (dichloromethane). Reaction conditions: time 10 minute. The product is C(C1=CC=CC=C1)(=O)N[C@H]1CC=CC[C@H]2N(C1=O)[C@@H](CC2)C(=O)O ((3S,6S,10aS)-6-benzoylamino-5-oxo-1,2,3,5,6,7,10,10a-octahydro-pyrrolo[1,2-a]azocine-3-carboxylic acid). Reaction SMILES: OC1C(NC([C@H]2N3C(=O)[C@@H](NC(=O)C4C=CC=CC=4)CC=CC[C@@H]3CC2)=O)CC(=O)O1.C(OC(=O)NC1CC(=O)OC1OCC)C=C.N1C(=O)CC(=O)NC1=O.[C:57]([NH:65][CH:66]1[C:73](=[O:74])[N:72]2[CH:75]([C:78]([OH:80])=[O:79])[CH2:76][CH2:77][CH:71]2[CH2:70][CH:69]=[CH:68][CH2:67]1)(=[O:64])[C:58]1[CH:63]=[CH:62][CH:61]=[CH:60][CH:59]=1.ON1C2C=CC=CC=2N=N1>ClCCl.O>[C:57]([NH:65][C@@H:66]1[C:73](=[O:74])[N:72]2[C@H:75]([C:78]([OH:80])=[O:79])[CH2:76][CH2:77][C@H:71]2[CH2:70][CH:69]=[CH:68][CH2:67]1)(=[O:64])[C:58]1[CH:63]=[CH:62][CH:61]=[CH:60][CH:59]=1. Procedure details: Preparation of (3S,6S,10aS)-6-benzoylamino-5-oxo-1,2,3,5,6,7,10,10a-octahydro-pyrrolo[1,2-a]azocine-3-carboxylic acid (2-hydroxy-5-oxo-tetrahydro-furan-3-yl)-amide (11) To a solution of (2-ethoxy-5-oxo-tetrahydro-furan-3-yl)-carbamic acid allyl ester (183 mg, 0.8 mmol) (prepared according to Chapman, K. T. Bioorganic Med. Chem. Lett., 2(6), 1992, pp. 613–618) in dichloromethane (6 mL) is added barbituric acid (300 mg, 1.9 mmol) and tetrakistriphenyl phosphine palladium (92 mg, 0.08 mmol). The so...